From a dataset of the Open Reaction Database (ORD), a public repository of structured organic reaction records. describe an organic reaction: reactants, conditions, products, and yield The reactants are S(=O)(=O)(O)O.NC=1N=C(NC(C1N)=O)C1=C(C=CC=C1)OCCC (4,5-diamino-2-(2-propoxyphenyl)pyrimidin-6-one sulphate), O.C(=O)C=O (glyoxal hydrate), O (water). Run in C(CCC)O (n-butanol). The product is C(CC)OC1=C(C=CC=C1)C1=NC2=NC=CN=C2C(N1)=O (2-(2-Propoxyphenyl)pteridin-4(3H)-one). Isolated yield 97.5%. As a reaction SMILES: S(O)(O)(=O)=O.[NH2:6][C:7]1[N:8]=[C:9]([C:15]2[CH:20]=[CH:19][CH:18]=[CH:17][C:16]=2[O:21][CH2:22][CH2:23][CH3:24])[NH:10][C:11](=[O:14])[C:12]=1[NH2:13].O.[CH:26]([CH:28]=O)=O.O>C(O)CCC>[CH2:22]([O:21][C:16]1[CH:17]=[CH:18][CH:19]=[CH:20][C:15]=1[C:9]1[NH:10][C:11](=[O:14])[C:12]2[C:7](=[N:6][CH:26]=[CH:28][N:13]=2)[N:8]=1)[CH2:23][CH3:24] |f:0.1,2.3|. Procedure: A stirred mixture of 4,5-diamino-2-(2-propoxyphenyl)pyrimidin-6-one sulphate (1.25 g), glyoxal hydrate (0.4 g), water (62.5 ml) and n-butanol (1 ml) was heated under reflux for one hour to afford a crude product (0.97 g) which was collected and washed with water. The crude product together with another sample (0.12 g) similarly prepared was eluted from a silica column with chloroform. The combined fractions containing product were evaporated under reduced pressure to afford a solid (0.96 g) whic...